Dataset: the Open Reaction Database (ORD), a public repository of structured organic reaction records. Task: describe an organic reaction: reactants, conditions, products, and yield The reactants are CC[C@@H]1CN2CC[C@@H]1C[C@@H]2[C@@H](C3=C4C=C(C=CC4=NC=C3)OC)OC5=NN=C(C6=CC=CC=C65)O[C@@H]([C@H]7C[C@@H]8CCN7C[C@@H]8CC)C9=C1C=C(C=CC1=NC=C9)OC (AD-mix-α), O.C(CCC)O (water butanol), CCOC(=O)C (EtOAc), S(=O)(=O)([O-])S(=O)[O-].[Na+].[Na+] (sodium metabisulfite), C(CCCC=C)(=O)OC(C)(C)C (tert-butyl hex-5-enoate). Reaction conditions: temperature 0 celsius, time 70 hour. The product is O[C@@H](CCCC(=O)OC(C)(C)C)CO ((S)-tert-butyl 5,6-dihydroxyhexanoate). As a reaction SMILES: CC[C@H]1[C@H]2C[C@H]([C@H](OC3C4C(=CC=CC=4)C(O[C@H](C4C=CN=C5C=4C=C(OC)C=C5)[C@@H]4N5C[C@H](CC)[C@@H](CC5)C4)=NN=3)C3C=CN=C4C=3C=[C:15]([O:22]C)C=C4)N(CC2)C1.[C:59]([O:66][C:67]([CH3:70])([CH3:69])[CH3:68])(=[O:65])CCCC=C.CCOC(C)=O.S(S([O-])=O)([O-])(=O)=O.[Na+].[Na+].O.[CH2:87]([OH:91])[CH2:88][CH2:89][CH3:90]>>[OH:91][C@H:87]([CH2:15][OH:22])[CH2:88][CH2:89][CH2:90][C:59]([O:66][C:67]([CH3:70])([CH3:69])[CH3:68])=[O:65] |f:3.4.5,6.7|. Reported procedure: To a suspension of AD-mix-α (70 g) in water/butanol 1:1 (512 mL) cooled to 0° C., tert-butyl hex-5-enoate (8.5 g, 49.92 mmol) was added. The reaction mixture was stirred at 4° C. for 70 hrs. Then the reaction mixture was cooled to 0° C. and EtOAc (280 mL), followed by continuous portionwise addition of sodium metabisulfite (20.6 g). The mixture was stirred for 30 min at 0° C. and at rt for 1 hour. The organic layer was separated and the aqueous phase extracted with ethyl acetate. The combined or... Starting materials: II (Iodine), C=C1CCC2(OCCO2)CC1 (8-Methylene-1,4-dioxaspiro[4.5]decane), ICI (diiodomethane), II (iodine), ICI (Diiodomethane). Reagents/catalysts: [Cu].[Zn] (zinc-copper couple), [Cu].[Zn] (zinc-copper couple). The solvent is C(C)OCC (ethyl ether), C(C)OCC (ethyl ether). Yields the product C1CC12CCC(CC2)=O (Spiro[2.5]octan-6-one). RXN SMILES: II.I[CH2:4]I.[CH2:6]=[C:7]1[CH2:16][CH2:15][C:10]2([O:14]CCO2)[CH2:9][CH2:8]1>C(OCC)C.[Cu].[Zn]>[CH2:14]1[C:10]2([CH2:9][CH2:8][C:7](=[O:6])[CH2:16][CH2:15]2)[CH2:4]1 |f:4.5|. Procedure: A 250 mL round-bottom flask equipped with a reflux condenser was charged with zinc-copper couple (6.5 g, 0.05 mol) and ethyl ether (100 mL). Iodine (0.42 g, 0.00165 mol) was added and stirred until the brown color disappeared. Diiodomethane (26.56 g, 0.09915 mol) was added and heated at reflux for 2 h. 8-Methylene-1,4-dioxaspiro[4.5]decane (10 g, 0.06 mol), dissolved in ethyl ether (50 ml) was added and the mixture was heated at roflux overnight. An additional portion of diiodomethane (26.56 g, ... The reactants are Cl (hydrochloric acid), FC1=C(C#N)C=C(C=C1)F (2,5-difluorobenzonitrile), CS(=O)(=O)N (methanesulfonamide), C([O-])([O-])=O.[K+].[K+] (potassium carbonate). Solvent: CS(=O)C (DMSO). Conditions: temperature 120 celsius, time 8 hour. The product is C(#N)C1=C(C=CC(=C1)F)NS(=O)(=O)C (N-(2-cyano-4-fluorophenyl]methanesulfonamide). Yield: 34.4%. RXN SMILES: F[C:2]1[CH:9]=[CH:8][C:7]([F:10])=[CH:6][C:3]=1[C:4]#[N:5].[CH3:11][S:12]([NH2:15])(=[O:14])=[O:13].C(=O)([O-])[O-].[K+].[K+].Cl>CS(C)=O>[C:4]([C:3]1[CH:6]=[C:7]([F:10])[CH:8]=[CH:9][C:2]=1[NH:15][S:12]([CH3:11])(=[O:14])=[O:13])#[N:5] |f:2.3.4|. Procedure: (Step 1) A suspension of 2,5-difluorobenzonitrile (12.4 g), methanesulfonamide (9.3 g) and potassium carbonate (13.6 g) in DMSO (360 ml) was stirred overnight at 120° C. The reaction solution was poured into 1N hydrochloric acid, and extracted with ethyl acetate. The organic layer was washed with saturated brine, dried over magnesium sulfate, and filtered. The solvent was evaporated under reduced pressure. The residue was crystallized from ethyl acetate-hexane to give N-(2-cyano-4-fluorophenyl]m... The reactants are C([O-])([O-])=O.[K+].[K+] (Potassium carbonate), BrCCCCCCCCCCCCCCCCCC (1-bromooctadecane), CN(CCCNC(CCC1=C(C=CC=C1)O)=O)C (N-[3-(dimethylamino)propyl]-3-(2-hydroxyphenyl)propanamide). Run in CC(=O)C (acetone). Conditions: temperature 60 celsius, time 24 hour. The product is CN(CCCNC(CCC1=C(C=CC=C1)OCCCCCCCCCCCCCCCCCC)=O)C (N-[3-(Dimethylamino)propyl]-3-[2-(octadecyloxy)phenyl]propanamide). The yield is 41.8%. RXN SMILES: C(=O)([O-])[O-].[K+].[K+].Br[CH2:8][CH2:9][CH2:10][CH2:11][CH2:12][CH2:13][CH2:14][CH2:15][CH2:16][CH2:17][CH2:18][CH2:19][CH2:20][CH2:21][CH2:22][CH2:23][CH2:24][CH3:25].[CH3:26][N:27]([CH3:43])[CH2:28][CH2:29][CH2:30][NH:31][C:32](=[O:42])[CH2:33][CH2:34][C:35]1[CH:40]=[CH:39][CH:38]=[CH:37][C:36]=1[OH:41]>CC(C)=O>[CH3:43][N:27]([CH3:26])[CH2:28][CH2:29][CH2:30][NH:31][C:32](=[O:42])[CH2:33][CH2:34][C:35]1[CH:40]=[CH:39][CH:38]=[CH:37][C:36]=1[O:41][CH2:8][CH2:9][CH2:10][CH2:11][CH2:12][CH2:13][CH2:14][CH2:15][CH2:16][CH2:17][CH2:18][CH2:19][CH2:20][CH2:21][CH2:22][CH2:23][CH2:24][CH3:25] |f:0.1.2|. Reported procedure: Potassium carbonate (0.55 g) and 1-bromooctadecane (0.67 g) were added to a solution containing N-[3-(dimethylamino)propyl]-3-(2-hydroxyphenyl)propanamide (0.50 g) obtained in Example 1(1) in acetone (5 ml). After being stirred for 24 hours at 60° C., the reaction mixture was concentrated. The residue, with ethyl acetate added thereto, was washed with water and brine successively, dried over sodium sulfate anhydride, and concentrated. The residue was purified by silica gel column chromatography ... Reactants: C(C)NCC (Diethylamine), C(C#C)(=O)OC1=CC=C(C=C1)C1=CC=CC=C1 (Biphenyl-4-yl propiolate). The solvent is C1CCOC1 (THF). Run at time 15 minute. Yields the product C(C)N(C=CC(=O)OC1=CC=C(C=C1)C1=CC=CC=C1)CC (Biphenyl-4-yl 3-(diethylamino)acrylate). Yield: 90.2%. RXN SMILES: [CH2:1]([NH:3][CH2:4][CH3:5])[CH3:2].[C:6]([O:10][C:11]1[CH:16]=[CH:15][C:14]([C:17]2[CH:22]=[CH:21][CH:20]=[CH:19][CH:18]=2)=[CH:13][CH:12]=1)(=[O:9])[C:7]#[CH:8]>C1COCC1>[CH2:1]([N:3]([CH2:4][CH3:5])[CH:8]=[CH:7][C:6]([O:10][C:11]1[CH:16]=[CH:15][C:14]([C:17]2[CH:22]=[CH:21][CH:20]=[CH:19][CH:18]=2)=[CH:13][CH:12]=1)=[O:9])[CH3:2]. Reported procedure: Diethylamine (66 mg, 0.89 mmol) and compound 1 (200 mg, 0.89 mmol) were dissolved in dry THF (20 mL), and the solution was stirred at RT for 15 min. The solvent was removed under reduced pressure to give the crude product which was then purified by column chromatography using ethyl acetate:hexane (7:3) to give compound 2 (237 mg, 89%). 1H NMR (400 MHz, CDCl3) δ 1.24 (t, J=7.0 Hz, 6H), 3.28 (br. s, 4H), 4.79 (d, J=13.0 Hz, 1H), 7.20 (d, J=8.6 Hz, 2H), 7.36 (t, J=7.4 Hz, 1H), 7.44 (t, J=7.8 Hz, 2H... Starting materials: C(C#CC)(=O)OC (methyl 2-butynoate), C(CCCCCCC)S (1-Octanethiol). Reagents/catalysts: C1CCC2=NCCCN2CC1 (DBU). The solvent is CCOCC (ether). Reaction conditions: time 8 hour. Yields the product C(CCCCCCC)S/C(=C/C(=O)OC)/C (methyl (E)-3-octylthio-2butenoate). RXN SMILES: [C:1]([O:6][CH3:7])(=[O:5])[C:2]#[C:3][CH3:4].[CH2:8]([SH:16])[CH2:9][CH2:10][CH2:11][CH2:12][CH2:13][CH2:14][CH3:15]>C1CCN2C(=NCCC2)CC1.CCOCC>[CH2:8]([S:16]/[C:3](/[CH3:4])=[CH:2]/[C:1]([O:6][CH3:7])=[O:5])[CH2:9][CH2:10][CH2:11][CH2:12][CH2:13][CH2:14][CH3:15]. Procedure details: Two drops of DBU is added to methyl 2-butynoate (6.0 g) under N2. 1-Octanethiol (8.96 g, 61.2 mmol) is added dropwise over 20 min. with cooling with an ice bath. The mixture is allowed to come to RT and is stirred overnight. It is then diluted with ether, washed, dried and stripped and the product is purified by prep. TLC to give methyl (E)-3-octylthio-2butenoate. Reactants: ClCCCl, CN(C)CC(=O)O, CCOC(C)=O, Cc1cc(-c2nc(-c3ccc(OC(F)(F)F)cc3)no2)nn1Cc1cccc(N2CC(O)C2)c1, ClCCl. Yields the product Cc1cc(-c2nc(-c3ccc(OC(F)(F)F)cc3)no2)nn1Cc1cccc(N2CC(OC(=O)CN(C)C)C2)c1. RXN SMILES: [CH2:1]([Cl:2])[CH2:3][Cl:4].[CH3:39][N:40]([CH3:41])[CH2:42][C:43]([OH:44])=[O:45].[CH3:49][CH2:50][O:51][C:52](=[O:53])[CH3:54].[CH3:5][c:6]1[cH:7][c:8](-[c:23]2[n:24][c:25](-[c:28]3[cH:29][cH:30][c:31]([O:34][C:35]([F:36])([F:37])[F:38])[cH:32][cH:33]3)[n:26][o:27]2)[n:9][n:10]1[CH2:11][c:12]1[cH:13][c:14]([N:18]2[CH2:19][CH:20]([OH:22])[CH2:21]2)[cH:15][cH:16][cH:17]1.[Cl:46][CH2:47][Cl:48]>>[CH3:5][c:6]1[cH:7][c:8](-[c:23]2[n:24][c:25](-[c:28]3[cH:29][cH:30][c:31]([O:34][C:35]([F:36])([F:37])[F:38])[cH:32][cH:33]3)[n:26][o:27]2)[n:9][n:10]1[CH2:11][c:12]1[cH:13][c:14]([N:18]2[CH2:19][CH:20]([O:22][C:43]([CH2:42][N:40]([CH3:39])[CH3:41])=[O:44])[CH2:21]2)[cH:15][cH:16][cH:17]1. The reactants are O=C(O)C(Cc1ccccc1OCc1ccccc1)C(O)C1CCCCC1, NC(Cc1c[nH]c2ccccc12)C(=O)OCc1ccccc1, C(=NC1CCCCC1)=NC1CCCCC1, CN1CCOCC1, CN(C)C=O, CCOCC, Cl, Cl, O, On1nnc2ccccc21. Product: O=C(OCc1ccccc1)C(Cc1c[nH]c2ccccc12)NC(=O)C(Cc1ccccc1OCc1ccccc1)C(O)C1CCCCC1. RXN SMILES: [CH2:1]([c:2]1[cH:3][cH:4][cH:5][cH:6][cH:7]1)[O:8][c:9]1[c:10]([CH2:15][CH:16]([C:17](=[O:18])[OH:19])[CH:20]([OH:21])[CH:22]2[CH2:23][CH2:24][CH2:25][CH2:26][CH2:27]2)[cH:11][cH:12][cH:13][cH:14]1.[CH2:29]([c:30]1[cH:31][cH:32][cH:33][cH:34][cH:35]1)[O:36][C:37]([CH:38]([NH2:39])[CH2:40][c:41]1[cH:42][nH:43][c:44]2[cH:45][cH:46][cH:47][cH:48][c:49]12)=[O:50].[CH2:62]1[CH2:63][CH2:64][CH:65]([N:66]=[C:67]=[N:68][CH:69]2[CH2:70][CH2:71][CH2:72][CH2:73][CH2:74]2)[CH2:75][CH2:76]1.[CH3:77][N:78]1[CH2:79][CH2:80][O:81][CH2:82][CH2:83]1.[CH3:85][N:86]([CH3:87])[CH:88]=[O:89].[CH3:90][CH2:91][O:92][CH2:93][CH3:94].[ClH:28].[ClH:84].[OH2:51].[OH:52][n:53]1[c:54]2[cH:55][cH:56][cH:57][cH:58][c:59]2[n:60][n:61]1>>[CH2:1]([c:2]1[cH:3][cH:4][cH:5][cH:6][cH:7]1)[O:8][c:9]1[c:10]([CH2:15][CH:16]([C:17](=[O:18])[NH:39][CH:38]([C:37]([O:36][CH2:29][c:30]2[cH:31][cH:32][cH:33][cH:34][cH:35]2)=[O:50])[CH2:40][c:41]2[cH:42][nH:43][c:44]3[cH:45][cH:46][cH:47][cH:48][c:49]23)[CH:20]([OH:21])[CH:22]2[CH2:23][CH2:24][CH2:25][CH2:26][CH2:27]2)[cH:11][cH:12][cH:13][cH:14]1. Starting materials: C1CCOC1, CC(C)(C)[O-], Clc1ccc(CBr)cc1, O=C(O)CC1CCCc2c1[nH]c1c(F)cc(F)cc21, [K+], O. Product: O=C(O)CC1CCCc2c1n(Cc1ccc(Cl)cc1)c1c(F)cc(F)cc21. As a reaction SMILES: [CH2:20]1[O:21][CH2:22][CH2:23][CH2:24]1.[CH3:25][C:26]([CH3:27])([O-:28])[CH3:29].[Cl:31][c:32]1[cH:33][cH:34][c:35]([CH2:36][Br:37])[cH:38][cH:39]1.[F:1][c:2]1[cH:3][c:4]2[c:5]3[c:10]([nH:11][c:12]2[c:13]([F:15])[cH:14]1)[CH:9]([CH2:16][C:17](=[O:18])[OH:19])[CH2:8][CH2:7][CH2:6]3.[K+:30].[OH2:40]>>[F:1][c:2]1[cH:3][c:4]2[c:5]3[c:10]([n:11]([CH2:36][c:35]4[cH:34][cH:33][c:32]([Cl:31])[cH:39][cH:38]4)[c:12]2[c:13]([F:15])[cH:14]1)[CH:9]([CH2:16][C:17](=[O:18])[OH:19])[CH2:8][CH2:7][CH2:6]3.